From a dataset of the Open Reaction Database (ORD), a public repository of structured organic reaction records. describe an organic reaction: reactants, conditions, products, and yield Starting materials: BrC1=C(CC(C(=O)O)CC)C=CC(=C1)C(C)(C)C (2-(2-bromo-4-tert-butylbenzyl)butanoic acid), S(=O)(Cl)Cl (thionyl chloride), [OH-].[K+] (KOH). The solvent is O (water). Run at time 2 hour. Product: BrC1=C(CC(C(=O)Cl)CC)C=CC(=C1)C(C)(C)C (2-(2-Bromo-4-tert-butylbenzyl)butanoyl chloride). Isolated yield 70.0%. Reaction SMILES: [OH-].[K+].[Br:3][C:4]1[CH:16]=[C:15]([C:17]([CH3:20])([CH3:19])[CH3:18])[CH:14]=[CH:13][C:5]=1[CH2:6][CH:7]([CH2:11][CH3:12])[C:8](O)=[O:9].S(Cl)([Cl:23])=O>O>[Br:3][C:4]1[CH:16]=[C:15]([C:17]([CH3:20])([CH3:19])[CH3:18])[CH:14]=[CH:13][C:5]=1[CH2:6][CH:7]([CH2:11][CH3:12])[C:8]([Cl:23])=[O:9] |f:0.1|. Reported procedure: To a mixture of sodium ethoxide obtained from 13.7 g (0.60 mol) of sodium metal and 375 ml of dry ethanol and 193 g (0.50 mol) of diethyl (2-bromo-4-tert-butylbenzyl)malonate 65.5 g (0.60 mol) of ethyl bromide was added dropwise by vigorous stirring. This mixture was refluxed for 4 hours, then cooled, and a solution of 100 g of KOH in 270 ml of water was added. The obtained mixture was refluxed for 5 hours, then ethanol was distilled off. A mixture of the obtained solution and 1.5 liters of cold... The reactants are CC1=C(C(=CC=C1)C)N=C=O (2,6-dimethylphenylisocyanate), C1(=CC=CC=C1)C1(C(N=C(N1)N)=O)C1=CC=CC=C1 (5,5-diphenyl-2-amino-2-imidazoline-4-one), O (water). Solvent: CN(C)C=O (DMF). Reaction conditions: temperature 40 celsius, time 2 hour. The product is CC1=C(C(=CC=C1)C)NC(=O)N=C1NC(C(N1)=O)(C1=CC=CC=C1)C1=CC=CC=C1 (1-(2,6-dimethylphenyl)-3-(5,5-diphenyl-4-oxo-2-imidazolidinylidene) urea). RXN SMILES: [C:1]1([C:7]2([C:14]3[CH:19]=[CH:18][CH:17]=[CH:16][CH:15]=3)[NH:11][C:10]([NH2:12])=[N:9][C:8]2=[O:13])[CH:6]=[CH:5][CH:4]=[CH:3][CH:2]=1.[CH3:20][C:21]1[CH:26]=[CH:25][CH:24]=[C:23]([CH3:27])[C:22]=1[N:28]=[C:29]=[O:30].O>CN(C=O)C>[CH3:27][C:23]1[CH:24]=[CH:25][CH:26]=[C:21]([CH3:20])[C:22]=1[NH:28][C:29]([N:12]=[C:10]1[NH:9][C:8](=[O:13])[C:7]([C:1]2[CH:6]=[CH:5][CH:4]=[CH:3][CH:2]=2)([C:14]2[CH:15]=[CH:16][CH:17]=[CH:18][CH:19]=2)[NH:11]1)=[O:30]. Procedure details: A suspension of 6.95 g (0.0306 mole) of 5,5-diphenyl-2-amino-2-imidazoline-4-one in 300 ml of dry DMF is treated with 4.5 g (0.0306 mole) of 2,6-dimethylphenylisocyanate. The reaction mixture is stirred at 40°C for 2 hours. It is then poured into cold water and the resulting solids are filtered off. To the crude product is added 30 ml of water with heating; acetone is added to the heated slurry until all solids go in solution (1.5 liters of acetone). The solution is then evaporated to a volume o... The reactants are ice water, [H-].[Na+] (NaH), NC1=NC(=NC(=C1OC1=C(C=CC=C1)OC)OC)C1=NC=CC=N1 (4-amino-6-methoxy-5-(2-methoxy-phenoxy)-2,2'-bipyrimidine), C(C)(C)(C)C1=CC=C(S1)S(=O)(=O)Cl (5-tert-butyl-thiophene-2-sulphonyl chloride). Solvent: O1CCCC1 (tetrahydrofuran). Reaction conditions: time 2 hour. Product: C(C)(C)(C)C1=CC=C(S1)S(=O)(=O)NC1=NC(=NC(=C1OC1=C(C=CC=C1)OC)OC)C1=NC=CC=N1 (5-tert-Butyl-N-[6-methoxy-5-(2-methoxy-phenoxy)-2,2'-bipyrimidin-4-yl]-thiophene-2-sulphonamide). As a reaction SMILES: [H-].[Na+].[NH2:3][C:4]1[C:9]([O:10][C:11]2[CH:16]=[CH:15][CH:14]=[CH:13][C:12]=2[O:17][CH3:18])=[C:8]([O:19][CH3:20])[N:7]=[C:6]([C:21]2[N:26]=[CH:25][CH:24]=[CH:23][N:22]=2)[N:5]=1.[C:27]([C:31]1[S:35][C:34]([S:36](Cl)(=[O:38])=[O:37])=[CH:33][CH:32]=1)([CH3:30])([CH3:29])[CH3:28]>O1CCCC1>[C:27]([C:31]1[S:35][C:34]([S:36]([NH:3][C:4]2[C:9]([O:10][C:11]3[CH:16]=[CH:15][CH:14]=[CH:13][C:12]=3[O:17][CH3:18])=[C:8]([O:19][CH3:20])[N:7]=[C:6]([C:21]3[N:26]=[CH:25][CH:24]=[CH:23][N:22]=3)[N:5]=2)(=[O:38])=[O:37])=[CH:33][CH:32]=1)([CH3:30])([CH3:28])[CH3:29] |f:0.1|. Reported procedure: 92 mg of NaH (65%) were added at room temperature to a solution of 162.5 mg of 4-amino-6-methoxy-5-(2-methoxy-phenoxy)-2,2'-bipyrimidine in 10 ml of tetrahydrofuran, the solution was stirred at room temperature for 11/2 hours and subsequently 162.5 mg of 5-tert-butyl-thiophene-2-sulphonyl chloride were added at the same temperature. The mixture was stirred at room temperature for a further 2 hours, poured on to ice/water, extracted with ethyl acetate, the aqueous phase was acidified and extracte... Starting materials: BrC1=CC=CC=2NC=NC21 (4-bromo-1H-benzo[d]imidazole), CC=1C=CC(=CC1)S(=O)(=O)O.O (TsOH.H2O), O1CCCC=C1 (3,4-dihydro-2H-pyran). The solvent is C1CCOC1 (THF). Yields the product BrC1=CC=CC=2N(C=NC21)C2OCCCC2 (4-bromo-1-(tetrahydro-2H-pyran-2-yl)-1H-benzo[d]imidazole). Yield: 81.3%. Reaction SMILES: [Br:1][C:2]1[C:10]2[N:9]=[CH:8][NH:7][C:6]=2[CH:5]=[CH:4][CH:3]=1.CC1C=CC(S(O)(=O)=O)=CC=1.O.[O:23]1[CH:28]=[CH:27][CH2:26][CH2:25][CH2:24]1>C1COCC1>[Br:1][C:2]1[C:10]2[N:9]=[CH:8][N:7]([CH:24]3[CH2:25][CH2:26][CH2:27][CH2:28][O:23]3)[C:6]=2[CH:5]=[CH:4][CH:3]=1 |f:1.2|. Procedure: A mixture of 4-bromo-1H-benzo[d]imidazole (1.5 g, 7 mmol), TsOH.H2O (0.1 g, 0.7 mmol), and 3,4-dihydro-2H-pyran (2.9 g, 35 mmol) in THF (10 mL) was heated at reflux overnight. The reaction mixture was concentrated in vacuo. To the residue was added water and the mixture was extracted with EtOAc. The combined extracts were dried (MgSO4), filtered, and concentrated in vacuo. The residue was purified by SiO2 chromatography using a petroleum ether/EtOAc gradient (10:1 to 3:1) to afford 4-bromo-1-(te... Reactants: CNC(NN)=S (4-methyl-3-thiosemicarbazide), ClCC(C(C)(C)C)=O (1-chloro-3,3-dimethyl-2-butanone). The product is Cl.C(C)(C)(C)C=1N(C(SC1)=NN)C (4-tert Butyl-3-methyl-2(3H)-thiazolone hydrazone hydrochloride). Reaction SMILES: [CH3:1][NH:2][C:3](=[S:6])[NH:4][NH2:5].[Cl:7][CH2:8][C:9](=O)[C:10]([CH3:13])([CH3:12])[CH3:11]>>[ClH:7].[C:10]([C:9]1[N:2]([CH3:1])[C:3](=[N:4][NH2:5])[S:6][CH:8]=1)([CH3:13])([CH3:12])[CH3:11] |f:2.3|. Reported procedure: From 4-methyl-3-thiosemicarbazide and 1-chloro-3,3-dimethyl-2-butanone. The reactants are ClC1=C(C=C(C=C1)N=C=O)C(F)(F)F (4-chloro-3-trifluoromethyl-phenyl isocyanate), ClC1=C(C=CC(=C1)OC1=NC(=NC=C1)SC)N (2-chloro-4-(2-methylsulfanyl-pyrimidin-4-yloxy)-phenylamine). Solvent: C1CCOC1 (THF). Conditions: time 8 hour. The product is ClC1=C(C=C(C=C1)NC(=O)NC1=C(C=C(C=C1)OC1=NC(=NC=C1)SC)Cl)C(F)(F)F (1-(4-chloro-3-trifluoromethyl-phenyl)-3-[2-chloro-4-(2-methylsulfanyl-pyrimidin-4-yloxy)-phenyl]-urea). The yield is 26.1%. Reaction SMILES: [Cl:1][C:2]1[CH:7]=[CH:6][C:5]([N:8]=[C:9]=[O:10])=[CH:4][C:3]=1[C:11]([F:14])([F:13])[F:12].[Cl:15][C:16]1[CH:21]=[C:20]([O:22][C:23]2[CH:28]=[CH:27][N:26]=[C:25]([S:29][CH3:30])[N:24]=2)[CH:19]=[CH:18][C:17]=1[NH2:31]>C1COCC1>[Cl:1][C:2]1[CH:7]=[CH:6][C:5]([NH:8][C:9]([NH:31][C:17]2[CH:18]=[CH:19][C:20]([O:22][C:23]3[CH:28]=[CH:27][N:26]=[C:25]([S:29][CH3:30])[N:24]=3)=[CH:21][C:16]=2[Cl:15])=[O:10])=[CH:4][C:3]=1[C:11]([F:12])([F:13])[F:14]. Procedure: A solution of 281 mg (1.27 mmol) 4-chloro-3-trifluoromethyl-phenyl isocyanate in 3 ml THF was added within 5 min. drop by drop at 0° C. to a solution of 340 mg (1.27 mmol) 2-chloro-4-(2-methylsulfanyl-pyrimidin-4-yloxy)-phenylamine and stirring continued at r.t. overnight. The reaction mixture was evaporated and purified by chromatography on silica (ethyl acetate/isohexane 1:4) to give 162 mg (26%) 1-(4-chloro-3-trifluoromethyl-phenyl)-3-[2-chloro-4-(2-methylsulfanyl-pyrimidin-4-yloxy)-phenyl]-u...